Dataset: the Open Reaction Database (ORD), a public repository of structured organic reaction records. Task: describe an organic reaction: reactants, conditions, products, and yield Reactants: [N+](=O)([O-])C=1C=C(C(=O)N)C=CN1 (2-nitroisonicotinamide), C(C)(C)N=C=O (isopropyl isocyanate). Solvent: C1(=CC=CC=C1)C (toluene). Product: C(C)(C)NC(NC(=O)C1=CC(=NC=C1)[N+](=O)[O-])=O (4-(4-Isopropylallophanoyl)-2-nitropyridine). RXN SMILES: [N+:1]([C:4]1[CH:5]=[C:6]([CH:10]=[CH:11][N:12]=1)[C:7]([NH2:9])=[O:8])([O-:3])=[O:2].[CH:13]([N:16]=[C:17]=[O:18])([CH3:15])[CH3:14]>C1(C)C=CC=CC=1>[CH:13]([NH:16][C:17](=[O:18])[NH:9][C:7]([C:6]1[CH:10]=[CH:11][N:12]=[C:4]([N+:1]([O-:3])=[O:2])[CH:5]=1)=[O:8])([CH3:15])[CH3:14]. Procedure details: To 30 ml. of toluene were added 0.8 g. of 2-nitroisonicotinamide and 1.7 g. of isopropyl isocyanate, and the mixture was refluxed for 6 hours. The reaction mixture was cooled and filtered removing 0.4 g. of the insoluble starting material. The filtrate was concentrated, and the residue was purified by silica gel chromatography and recrystallized from ethyl acetate-n-hexane to yield 0.08 g. of the desired product. Reported procedure: A mixture of 9.8 parts of ethyl 3-{3 -[4-(diphenylmethyl)1-piperazinyl]propyl}-2,3-dihydro-2-oxo-1H-benzimidazole-1-acetate, 1.2 parts of sodium hydroxide and 150 parts of water is stirred and refluxed for 5 minutes (+80° C.). The reaction mixture is filtered and the filtrate is acidified with acetic acid to pH 5.8-6: a sticky precipitate is formed. It is separated and crystallized from ethanol and water. The product is filtered off and dried in vacuo at 100° C. for 3 hours, yielding 6 parts of ... Product: O.C1(=CC=CC=C1)C(N1CCN(CC1)CCCN1C(N(C2=C1C=CC=C2)CC(=O)O)=O)C2=CC=CC=C2.C2(=CC=CC=C2)C(C2=CC=CC=C2)N2CCN(CC2)CCCN2C(N(C1=C2C=CC=C1)CC(=O)O)=O (3-{3-[4-(diphenylmethyl)-1-piperazinyl]propyl}-2,3-dihydro-2-oxo-1H-benzimidazole-1-acetic acid hemihydrate). RXN SMILES: [C:1]1([CH:7]([C:33]2[CH:38]=[CH:37][CH:36]=[CH:35][CH:34]=2)[N:8]2[CH2:13][CH2:12][N:11]([CH2:14][CH2:15][CH2:16][N:17]3[C:21]4[CH:22]=[CH:23][CH:24]=[CH:25][C:20]=4[N:19]([CH2:26][C:27]([O:29]CC)=[O:28])[C:18]3=[O:32])[CH2:10][CH2:9]2)[CH:6]=[CH:5][CH:4]=[CH:3][CH:2]=1.[OH-].[Na+]>O>[OH2:28].[C:33]1([CH:7]([C:1]2[CH:6]=[CH:5][CH:4]=[CH:3][CH:2]=2)[N:8]2[CH2:9][CH2:10][N:11]([CH2:14][CH2:15][CH2:16][N:17]3[C:21]4[CH:22]=[CH:23][CH:24]=[CH:25][C:20]=4[N:19]([CH2:26][C:27]([OH:29])=[O:28])[C:18]3=[O:32])[CH2:12][CH2:13]2)[CH:34]=[CH:35][CH:36]=[CH:37][CH:38]=1.[C:1]1([CH:7]([N:8]2[CH2:13][CH2:12][N:11]([CH2:14][CH2:15][CH2:16][N:17]3[C:21]4[CH:22]=[CH:23][CH:24]=[CH:25][C:20]=4[N:19]([CH2:26][C:27]([OH:29])=[O:28])[C:18]3=[O:32])[CH2:10][CH2:9]2)[C:33]2[CH:34]=[CH:35][CH:36]=[CH:37][CH:38]=2)[CH:6]=[CH:5][CH:4]=[CH:3][CH:2]=1 |f:1.2,4.5.6|. Run in O (water). Reactants: C1(=CC=CC=C1)C(N1CCN(CC1)CCCN1C(N(C2=C1C=CC=C2)CC(=O)OCC)=O)C2=CC=CC=C2 (ethyl 3-{3 -[4-(diphenylmethyl)1-piperazinyl]propyl}-2,3-dihydro-2-oxo-1H-benzimidazole-1-acetate), [OH-].[Na+] (sodium hydroxide).